Dataset: the Open Reaction Database (ORD), a public repository of structured organic reaction records. Task: describe an organic reaction: reactants, conditions, products, and yield Starting materials: NC1=NC(=CC(=N1)N1CCC2(C[C@H](NC2)C(=O)OCC)CC1)O[C@@H](C(F)(F)F)C1=C(C=C(C=C1)CCCC(=O)OC)N1N=C(C=C1)C ((S)-ethyl 8-(2-amino-6-((R)-2,2,2-trifluoro-1-(4-(4-methoxy-4-oxobutyl)-2-(3-methyl-1H-pyrazol-1-yl)phenyl)ethoxy)pyrimidin-4-yl)-2,8-diazaspiro[4.5]decane-3-carboxylate), [Li+].[OH-] (LiOH). Product: NC1=NC(=CC(=N1)N1CCC2(C[C@H](NC2)C(=O)O)CC1)O[C@@H](C(F)(F)F)C1=C(C=C(C=C1)CCCC(=O)O)N1N=C(C=C1)C ((S)-8-(2-amino-6-((R)-1-(4-(3-carboxypropyl)-2-(3-methyl-1H-pyrazol-1-yl)phenyl)-2,2,2-trifluoroethoxy)pyrimidin-4-yl)-2,8-diazaspiro[4.5]decane-3-carboxylic acid). As a reaction SMILES: [NH2:1][C:2]1[N:7]=[C:6]([N:8]2[CH2:22][CH2:21][C:11]3([CH2:15][NH:14][C@H:13]([C:16]([O:18]CC)=[O:17])[CH2:12]3)[CH2:10][CH2:9]2)[CH:5]=[C:4]([O:23][C@H:24]([C:29]2[CH:34]=[CH:33][C:32]([CH2:35][CH2:36][CH2:37][C:38]([O:40]C)=[O:39])=[CH:31][C:30]=2[N:42]2[CH:46]=[CH:45][C:44]([CH3:47])=[N:43]2)[C:25]([F:28])([F:27])[F:26])[N:3]=1.[Li+].[OH-]>>[NH2:1][C:2]1[N:7]=[C:6]([N:8]2[CH2:22][CH2:21][C:11]3([CH2:15][NH:14][C@H:13]([C:16]([OH:18])=[O:17])[CH2:12]3)[CH2:10][CH2:9]2)[CH:5]=[C:4]([O:23][C@H:24]([C:29]2[CH:34]=[CH:33][C:32]([CH2:35][CH2:36][CH2:37][C:38]([OH:40])=[O:39])=[CH:31][C:30]=2[N:42]2[CH:46]=[CH:45][C:44]([CH3:47])=[N:43]2)[C:25]([F:28])([F:27])[F:26])[N:3]=1 |f:1.2|. Procedure details: Hydrolysis of (S)-ethyl 8-(2-amino-6-((R)-2,2,2-trifluoro-1-(4-(4-methoxy-4-oxobutyl)-2-(3-methyl-1H-pyrazol-1-yl)phenyl)ethoxy)pyrimidin-4-yl)-2,8-diazaspiro[4.5]decane-3-carboxylate was carried out using the LiOH general method providing the title compound as an off-white solid. The reactants are C(C1=CC=CC=C1)(=O)O (benzoic acid), C(Cl)Cl (methylene chloride). The product is C(C1=CC=CC=C1)(=O)Cl (benzoyl chloride). RXN SMILES: [C:1]([OH:9])(=O)[C:2]1[CH:7]=[CH:6][CH:5]=[CH:4][CH:3]=1.C(Cl)[Cl:11]>>[C:1]([Cl:11])(=[O:9])[C:2]1[CH:7]=[CH:6][CH:5]=[CH:4][CH:3]=1. Reported procedure: Shaking once with 300 ml of methylene chloride completely removes small quanitites of benzoic acid formed by the hydrolysis of adhering benzoyl chloride. The hydrolysis solution is neutralized with sodium hydroxide and made up with water to 750 ml. The 1,3-dimethyl-1-oxophospholine is isolated from the neutral solution in the same way as in Example 1. Yield: 109 g of 1,3-dimethyl-1-oxophospholine (41.9% of the theoretical yield). Reactants: COc1ccc(Br)c(C(=O)O)c1, CC(=O)[O-], Sc1cccc(Cl)c1, [K+], [K+], O=C([O-])[O-], CN(C)C=O, O. The product is COc1ccc(Sc2cccc(Cl)c2)c(C(=O)O)c1. Reaction SMILES: [Br:19][c:20]1[c:21]([C:22](=[O:23])[OH:24])[cH:25][c:26]([O:29][CH3:30])[cH:27][cH:28]1.[CH3:9][C:10](=[O:11])[O-:12].[Cl:1][c:2]1[cH:3][c:4]([SH:8])[cH:5][cH:6][cH:7]1.[K+:13].[K+:14].[O-:15][C:16]([O-:17])=[O:18].[O:32]=[CH:33][N:34]([CH3:35])[CH3:36].[OH2:31]>>[Cl:1][c:2]1[cH:3][c:4]([S:8][c:20]2[c:21]([C:22](=[O:23])[OH:24])[cH:25][c:26]([O:29][CH3:30])[cH:27][cH:28]2)[cH:5][cH:6][cH:7]1. The reactants are C=CCC(NC(=O)C(CCC)CCC)C(=O)OC, C1CCOC1, [H-], CI, [Na+]. The product is C=CCC(C(=O)OC)N(C)C(=O)C(CCC)CCC. Reaction SMILES: [CH2:1]([CH2:2][CH3:3])[CH:4]([C:5](=[O:6])[NH:7][CH:8]([C:9](=[O:10])[O:11][CH3:12])[CH2:13][CH:14]=[CH2:15])[CH2:16][CH2:17][CH3:18].[CH2:23]1[O:24][CH2:25][CH2:26][CH2:27]1.[H-:21].[I:19][CH3:20].[Na+:22]>>[CH2:1]([CH2:2][CH3:3])[CH:4]([C:5](=[O:6])[N:7]([CH:8]([C:9](=[O:10])[O:11][CH3:12])[CH2:13][CH:14]=[CH2:15])[CH3:20])[CH2:16][CH2:17][CH3:18]. Starting materials: C[O-].C1(=CC=CC=C1)[Si](OC[C@]12CCC(C=C1CC[C@H]1[C@@H]3CCC([C@@]3(C)CC[C@H]21)=O)=O)(C2=CC=CC=C2)C2=CC=CC=C2 (19-(triphenylsiloxy)-4-androstene-3,17-dione methanolate), 19-hydroxhy-1β-methyl-4-androstene-3,17-dione, OC[C@]12CCC(C=C1[C@H](C[C@H]1[C@@H]3CCC([C@@]3(C)CC[C@H]21)=O)C)=O (19-hydroxy-6α-methyl-4-androstene-3,17-dione). The product is C[C@@H]1CC(C=C2CC[C@H]3[C@@H]4CCC([C@@]4(C)CC[C@@H]3[C@@]12CO[Si](C1=CC=CC=C1)(C1=CC=CC=C1)C1=CC=CC=C1)=O)=O (1β-methyl-19-triphenylsiloxy-4-androstene-3,17-dione), 6α-methyl-19-triphenylsilioxy-4-androstene-3,17-dione. Reaction SMILES: O[CH2:2][C@@]12[C@@H]3[C@H]([C@H]4[C@@](CC3)(C)C(=O)CC4)C[C@H](C)C1=CC(=O)CC2.C[O-].[C:26]1([Si:32]([C:61]2[CH:66]=[CH:65][CH:64]=[CH:63][CH:62]=2)([C:55]2[CH:60]=[CH:59][CH:58]=[CH:57][CH:56]=2)[O:33][CH2:34][C@@:35]23[C@@H:52]4[C@H:43]([C@H:44]5[C@@:48]([CH2:50][CH2:51]4)([CH3:49])[C:47](=[O:53])[CH2:46][CH2:45]5)[CH2:42][CH2:41][C:40]2=[CH:39][C:38](=[O:54])[CH2:37][CH2:36]3)[CH:31]=[CH:30][CH:29]=[CH:28][CH:27]=1>>[CH3:2][C@H:36]1[C@@:35]2([CH2:34][O:33][Si:32]([C:61]3[CH:66]=[CH:65][CH:64]=[CH:63][CH:62]=3)([C:26]3[CH:27]=[CH:28][CH:29]=[CH:30][CH:31]=3)[C:55]3[CH:60]=[CH:59][CH:58]=[CH:57][CH:56]=3)[C:40]([CH2:41][CH2:42][C@@H:43]3[C@@H:52]2[CH2:51][CH2:50][C@@:48]2([CH3:49])[C@H:44]3[CH2:45][CH2:46][C:47]2=[O:53])=[CH:39][C:38](=[O:54])[CH2:37]1 |f:1.2|. Procedure: Following essentially the same procedure but substituting 19-hydroxhy-1β-methyl-4-androstene-3,17-dione and 19-hydroxy-6α-methyl-4-androstene-3,17-dione for the 19-hydroxy-4-androstene-3,17-dione above results in the preparation of 1β-methyl-19-triphenylsiloxy-4-androstene-3,17-dione and 6α-methyl-19-triphenylsilioxy-4-androstene-3,17-dione. Starting materials: O=C(CCCCCl)c1cccc(Cl)c1, O=C(Nc1cccc(C2CCNCC2)c1)C1CC1. The product is O=C(CCCCN1CCC(c2cccc(NC(=O)C3CC3)c2)CC1)c1cccc(Cl)c1. Reaction SMILES: [Cl:1][CH2:2][CH2:3][CH2:4][CH2:5][C:6](=[O:7])[c:8]1[cH:9][c:10]([Cl:14])[cH:11][cH:12][cH:13]1.[NH:15]1[CH2:16][CH2:17][CH:18]([c:21]2[cH:22][c:23]([NH:27][C:28](=[O:29])[CH:30]3[CH2:31][CH2:32]3)[cH:24][cH:25][cH:26]2)[CH2:19][CH2:20]1>>[CH2:2]([CH2:3][CH2:4][CH2:5][C:6](=[O:7])[c:8]1[cH:9][c:10]([Cl:14])[cH:11][cH:12][cH:13]1)[N:15]1[CH2:16][CH2:17][CH:18]([c:21]2[cH:22][c:23]([NH:27][C:28](=[O:29])[CH:30]3[CH2:31][CH2:32]3)[cH:24][cH:25][cH:26]2)[CH2:19][CH2:20]1. Reactants: C=CCNCC=C, Cc1ccccc1, O=C1C=CC(=O)O1. Reaction SMILES: [CH2:1]([CH:2]=[CH2:3])[NH:4][CH2:5][CH:6]=[CH2:7].[CH3:15][c:16]1[cH:17][cH:18][cH:19][cH:20][cH:21]1.[O:8]=[C:9]1[O:10][C:11](=[O:12])[CH:13]=[CH:14]1>>[CH2:1]([CH:2]=[CH2:3])[N:4]([CH2:5][CH:6]=[CH2:7])[C:11](=[O:12])[CH:13]=[CH:14][C:9](=[O:8])[OH:10]. Yields the product C=CCN(CC=C)C(=O)C=CC(=O)O.